This data is from the Open Reaction Database (ORD), a public repository of structured organic reaction records. The task is: describe an organic reaction: reactants, conditions, products, and yield Starting materials: BrC=1C=C2C(=NC1)OC1=CC=C(C=C1C21N=C(OC1)N)OC (3-Bromo-7-methoxy-5′H-spiro[chromeno[2,3-b]pyridine-5,4′-oxazol]-2′-amine), CN(C)C=O (DMF), CC(C#C)(C)C (3,3-dimethylbut-1-yne). The reagents and catalysts are C=1C=CC(=CC1)[P](C=2C=CC=CC2)(C=3C=CC=CC3)[Pd]([P](C=4C=CC=CC4)(C=5C=CC=CC5)C=6C=CC=CC6)([P](C=7C=CC=CC7)(C=8C=CC=CC8)C=9C=CC=CC9)[P](C=1C=CC=CC1)(C=1C=CC=CC1)C=1C=CC=CC1 (tetrakis(triphenylphosphine)palladium), [Cu]I (copper(i) iodide). Run at temperature 90 celsius. The product is CC(C#CC=1C=C2C(=NC1)OC1=CC=C(C=C1C21N=C(OC1)N)OC)(C)C (3-(3,3-dimethylbut-1-ynyl)-7-methoxy-5′H-spiro[chromeno[2,3-b]pyridine-5,4′-oxazol]-2′-amine). As a reaction SMILES: Br[C:2]1[CH:3]=[C:4]2[C:15]3([CH2:19][O:18][C:17]([NH2:20])=[N:16]3)[C:14]3[C:9](=[CH:10][CH:11]=[C:12]([O:21][CH3:22])[CH:13]=3)[O:8][C:5]2=[N:6][CH:7]=1.CN(C=O)C.[CH3:28][C:29]([CH3:33])([CH3:32])[C:30]#[CH:31]>C1C=CC([P]([Pd]([P](C2C=CC=CC=2)(C2C=CC=CC=2)C2C=CC=CC=2)([P](C2C=CC=CC=2)(C2C=CC=CC=2)C2C=CC=CC=2)[P](C2C=CC=CC=2)(C2C=CC=CC=2)C2C=CC=CC=2)(C2C=CC=CC=2)C2C=CC=CC=2)=CC=1.[Cu]I>[CH3:28][C:29]([CH3:33])([CH3:32])[C:30]#[C:31][C:2]1[CH:3]=[C:4]2[C:15]3([CH2:19][O:18][C:17]([NH2:20])=[N:16]3)[C:14]3[C:9](=[CH:10][CH:11]=[C:12]([O:21][CH3:22])[CH:13]=3)[O:8][C:5]2=[N:6][CH:7]=1 |^1:37,39,58,77|. Procedure details: 3-Bromo-7-methoxy-5′H-spiro[chromeno[2,3-b]pyridine-5,4′-oxazol]-2′-amine (104186-10-peak 1) (500 mg, 1.381 mmol), tetrakis(triphenylphosphine)palladium (160 mg, 0.138 mmol), copper(i) iodide (52.6 mg, 0.276 mmol) were combined, and to the mixture was added DMF (6903 μL, 1.381 mmol), 3,3-dimethylbut-1-yne (340 mg, 4.14 mmol) and DIPA (4837 μL, 34.5 mmol). The reaction was flushed with argon, sealed and heated at 90° C. for 2 hours. The reaction mixture was diluted with water (100 mL) and poured ...